This data is from the Open Reaction Database (ORD), a public repository of structured organic reaction records. The task is: describe an organic reaction: reactants, conditions, products, and yield Conditions: time 2 hour. As a reaction SMILES: [F:1][C:2]([F:6])([F:5])[CH2:3][OH:4].[H-].[Na+].[Cl:9][C:10]1[CH:11]=[C:12]([CH:17]=[CH:18][C:19]=1[CH:20](Br)Br)[C:13]([O:15]C)=[O:14].[OH-:23].[Na+]>CN(C=O)C.O>[F:1][C:2]([F:6])([F:5])[CH2:3][O:4][CH:20]([O:23][CH2:3][C:2]([F:6])([F:5])[F:1])[C:19]1[CH:18]=[CH:17][C:12]([C:13]([OH:15])=[O:14])=[CH:11][C:10]=1[Cl:9] |f:1.2,4.5|. Solvent: CN(C)C=O (DMF), O (water). Product: FC(COC(C1=C(C=C(C(=O)O)C=C1)Cl)OCC(F)(F)F)(F)F (4-(bis(2,2,2-trifluoroethoxy)methyl)-3-chlorobenzoic acid). Reported procedure: To a solution of 2,2,2-trifluoroethanol (109 μL, 1.50 mmol) in DMF (2.63 mL) was added NaH (64 mg, 1.6 mmol). The mixture was stirred at room temperature for 1 h before methyl 3-chloro-4-(dibromomethyl)benzoate (342 mg, 1.00 mol) was added. The mixture was stirred at room temperature for 2 h before it was poured into water and was extracted with EtOAc (3×). The organics were combined, washed with water, brine, dried (Na2SO4) and evaporated to dryness. The material was taken up in MeOH and powder... The reactants are FC(CO)(F)F (2,2,2-trifluoroethanol), [H-].[Na+] (NaH), [OH-].[Na+] (NaOH), ClC=1C=C(C(=O)OC)C=CC1C(Br)Br (methyl 3-chloro-4-(dibromomethyl)benzoate).